This data is from the Open Reaction Database (ORD), a public repository of structured organic reaction records. The task is: describe an organic reaction: reactants, conditions, products, and yield Starting materials: N1(CCCC1)CC1NCCSC1 (3-(pyrrolidin-1-ylmethyl)thiomorpholine), COC1=CC=C2C(CC(C2=C1)C(=O)Cl)=O (6-methoxy3-oxoindan-1-carbonyl chloride). Solvent: C(C)N(CC)CC (triethylamine). Yields the product Cl.COC1=CC=C2C(CC(C2=C1)C(=O)N1C(CSCC1)CN1CCCC1)=O (4-(6-methoxy-3-oxoindan-1-carbonyl)-3-(pyrrolidin-1-ylmethyl)thiomorpholine hydrochloride). Isolated yield 42.1%. As a reaction SMILES: [N:1]1([CH2:6][CH:7]2[CH2:12][S:11][CH2:10][CH2:9][NH:8]2)[CH2:5][CH2:4][CH2:3][CH2:2]1.[CH3:13][O:14][C:15]1[CH:23]=[C:22]2[C:18]([C:19](=[O:27])[CH2:20][CH:21]2[C:24]([Cl:26])=[O:25])=[CH:17][CH:16]=1>C(N(CC)CC)C>[ClH:26].[CH3:13][O:14][C:15]1[CH:23]=[C:22]2[C:18]([C:19](=[O:27])[CH2:20][CH:21]2[C:24]([N:8]2[CH2:9][CH2:10][S:11][CH2:12][CH:7]2[CH2:6][N:1]2[CH2:2][CH2:3][CH2:4][CH2:5]2)=[O:25])=[CH:17][CH:16]=1 |f:3.4|. Procedure details: The procedure described in Example 24 was repeated, but using 0.97 g of 3-(pyrrolidin-1-ylmethyl)thiomorpholine, 1.39 ml of triethylamine and 1.23 g of 6-methoxy3-oxoindan-1-carbonyl chloride, to afford 0.9 g of the title compound, melting at 225°-233° C. Reactants: BrC1=C(C=CC=C1)S(=O)(=O)N1CC(CCC1)NC(OC(C)(C)C)=O (racemic tert-butyl (1-((2-bromophenyl)sulfonyl)piperidin-3-yl)carbamate), Cl.CCOCC (HCl Et2O). Solvent: C(Cl)Cl (CH2Cl2). Conditions: time 16 hour. Yields the product Cl.BrC1=C(C=CC=C1)S(=O)(=O)N1CC(CCC1)N (racemic 1-((2-Bromophenyl)sulfonyl)piperidin-3-amine hydrochloride salt). Reaction SMILES: [Br:1][C:2]1[CH:7]=[CH:6][CH:5]=[CH:4][C:3]=1[S:8]([N:11]1[CH2:16][CH2:15][CH2:14][CH:13]([NH:17]C(=O)OC(C)(C)C)[CH2:12]1)(=[O:10])=[O:9].[ClH:25].CCOCC>C(Cl)Cl>[ClH:25].[Br:1][C:2]1[CH:7]=[CH:6][CH:5]=[CH:4][C:3]=1[S:8]([N:11]1[CH2:16][CH2:15][CH2:14][CH:13]([NH2:17])[CH2:12]1)(=[O:10])=[O:9] |f:1.2,4.5|. Procedure details: A solution of racemic tert-butyl (1-((2-bromophenyl)sulfonyl)piperidin-3-yl)carbamate (82 mg, 0.20 mmol) in CH2Cl2 (5 mL) was treated with 2 N HCl/Et2O (1 mL, 2 mmol) and stirred 16 hours at rt. The reaction mixture was then concentrated to dryness to give the title compound in quantitative yield. The product was used without further purification. Starting materials: O=C([O-])[O-], CS(C)=O, CC(C)N, COC(C)(C)C, CC#CCOc1cc(Cl)ncn1, [K+], [K+]. Product: CC#CCOc1cc(NC(C)C)ncn1. Reaction SMILES: [C:17](=[O:18])([O-:19])[O-:20].[CH3:1][S:2]([CH3:3])=[O:4].[CH3:23][CH:24]([CH3:25])[NH2:26].[CH3:27][O:28][C:29]([CH3:30])([CH3:31])[CH3:32].[Cl:5][c:6]1[n:7][cH:8][n:9][c:10]([O:12][CH2:13][C:14]#[C:15][CH3:16])[cH:11]1.[K+:21].[K+:22]>>[c:6]1([NH:26][CH:24]([CH3:23])[CH3:25])[n:7][cH:8][n:9][c:10]([O:12][CH2:13][C:14]#[C:15][CH3:16])[cH:11]1.